From a dataset of the Open Reaction Database (ORD), a public repository of structured organic reaction records. describe an organic reaction: reactants, conditions, products, and yield Starting materials: Brc1cccnc1, CCB(CC)OC, [Li]CCCC, CCCCOCCCC, O. Yields the product CCB(CC)c1cccnc1. RXN SMILES: [Br:6][c:7]1[cH:8][n:9][cH:10][cH:11][cH:12]1.[CH2:13]([CH3:14])[B:15]([O:16][CH3:17])[CH2:18][CH3:19].[CH2:1]([Li:2])[CH2:3][CH2:4][CH3:5].[CH2:21]([O:22][CH2:23][CH2:24][CH2:25][CH3:26])[CH2:27][CH2:28][CH3:29].[OH2:20]>>[c:7]1([B:15]([CH2:13][CH3:14])[CH2:18][CH3:19])[cH:8][n:9][cH:10][cH:11][cH:12]1.